Dataset: the Open Reaction Database (ORD), a public repository of structured organic reaction records. Task: describe an organic reaction: reactants, conditions, products, and yield Reaction conditions: temperature 0 celsius. The reactants are CN1CCNCC1 (N-methylpiperazine), ClCC(=O)Cl (chloro acetylchloride). The product is ClCC(=O)N1CCN(CC1)C (2-chloro-1-(4-methylpiperazin-1-yl)ethanone). Reported procedure: To a solution of N-methylpiperazine (0.096 mL, 0.86 mmol, d=0.902) stirring in dichloromethane (5 mL) at 0° C., was added chloro acetylchloride (0.034 mL, 0.43 mmol, d=1.419). After stirring at 0° C. for an hour, the reaction mixture was diluted with dichloromethane (25 mL), washed with dilute citric acid, water and brine. The organic phase was dried over MgSO4, filtered and concentrated in vacuo to obtain 2-chloro-1-(4-methylpiperazin-1-yl)ethanone. Reaction SMILES: [CH3:1][N:2]1[CH2:7][CH2:6][NH:5][CH2:4][CH2:3]1.[Cl:8][CH2:9][C:10](Cl)=[O:11]>ClCCl>[Cl:8][CH2:9][C:10]([N:5]1[CH2:6][CH2:7][N:2]([CH3:1])[CH2:3][CH2:4]1)=[O:11]. Run in ClCCl (dichloromethane), ClCCl (dichloromethane).